Dataset: the Open Reaction Database (ORD), a public repository of structured organic reaction records. Task: describe an organic reaction: reactants, conditions, products, and yield Starting materials: C(CCC)P(CCCC)CCCC (tri-n-butylphosphine), FC(C=1C=C(CN(C2C3=C(N(CCC2)C(=O)OC(C)C)C=CC(=C3)Br)C=3N=NNN3)C=C(C1)C(F)(F)F)(F)F ((+/−)-isopropyl 5-[(3,5-bistrifluoromethylbenzyl)-(2H-tetrazol-5-yl)amino]-7-bromo-2,3,4,5-tetrahydrobenzo[b]azepine-1-carboxylate), CO (methanol), 1,1′-(azocarbonyl)dipiperidine. Run in C1(=CC=CC=C1)C (toluene), C(C)(=O)OCC (ethyl acetate). The product is FC(C=1C=C(CN(C2C3=C(N(CCC2)C(=O)OC(C)C)C=CC(=C3)Br)C=3N=NN(N3)C)C=C(C1)C(F)(F)F)(F)F ((+/−)-Isopropyl 5-[(3,5-bistrifluoromethylbenzyl)-(2-methyl-2H-tetrazol-5-yl)amino]-7-bromo-2,3,4,5-tetrahydrobenzo[b]azepine-1-carboxylate). As a reaction SMILES: [CH2:1](P(CCCC)CCCC)CCC.[F:14][C:15]([F:52])([F:51])[C:16]1[CH:17]=[C:18]([CH:44]=[C:45]([C:47]([F:50])([F:49])[F:48])[CH:46]=1)[CH2:19][N:20]([C:39]1[N:40]=[N:41][NH:42][N:43]=1)[CH:21]1[CH2:27][CH2:26][CH2:25][N:24]([C:28]([O:30][CH:31]([CH3:33])[CH3:32])=[O:29])[C:23]2[CH:34]=[CH:35][C:36]([Br:38])=[CH:37][C:22]1=2.CO>C1(C)C=CC=CC=1.C(OCC)(=O)C>[F:50][C:47]([F:48])([F:49])[C:45]1[CH:44]=[C:18]([CH:17]=[C:16]([C:15]([F:14])([F:51])[F:52])[CH:46]=1)[CH2:19][N:20]([C:39]1[N:40]=[N:41][N:42]([CH3:1])[N:43]=1)[CH:21]1[CH2:27][CH2:26][CH2:25][N:24]([C:28]([O:30][CH:31]([CH3:33])[CH3:32])=[O:29])[C:23]2[CH:34]=[CH:35][C:36]([Br:38])=[CH:37][C:22]1=2. Procedure: Add tri-n-butylphosphine to a solution of (+/−)-isopropyl 5-[(3,5-bistrifluoromethylbenzyl)-(2H-tetrazol-5-yl)amino]-7-bromo-2,3,4,5-tetrahydrobenzo[b]azepine-1-carboxylate, methanol and 1,1′-(azocarbonyl)dipiperidine (ADDP) in toluene at 0° C. under nitrogen and warm to room temperature. Dilute the mixture with ethyl acetate, wash with 2 N HCl and brine and dry over sodium sulfate. Remove the solvents under reduced pressure and purify the residue by flash column chromatography on silica gel to ... Starting materials: OS(=O)(=O)O (H2SO4), C(C)OP(OCC)(=O)CCOC(C)=O (2-acetoxyethane phosphonic acid diethyl ester). The solvent is C(C)O (ethanol), C(C)O (ethanol). Yields the product C(C)OP(OCC)(=O)CCO (2-hydroxyethane-phosphonic acid diethyl ester). Isolated yield 78.8%. Reaction SMILES: [CH2:1]([O:3][P:4]([CH2:9][CH2:10][O:11]C(=O)C)(=[O:8])[O:5][CH2:6][CH3:7])[CH3:2].OS(O)(=O)=O>C(O)C>[CH2:6]([O:5][P:4]([CH2:9][CH2:10][OH:11])(=[O:8])[O:3][CH2:1][CH3:2])[CH3:7]. Reported procedure: 100 g of 2-acetoxyethane phosphonic acid diethyl ester are heated to 80°C jointly with 200 ml of ethanol. To this solution are added dropwise within 5 hours 20 ml of ethanol containing 1 wt.% of H2SO4 while simultaneously removing by continuous distillation a mixture of ethylacetate and ethanol. The residue is submitted to distillation under reduced pressure. 64 g of 2-hydroxyethane-phosphonic acid diethyl ester are obtained, corresponding to a yield of 80% of the theoretical.